From a dataset of the Open Reaction Database (ORD), a public repository of structured organic reaction records. describe an organic reaction: reactants, conditions, products, and yield Reactants: C(=O)([O-])[O-].[K+].[K+] (K2CO3), ICC (Iodoethane), C(=O)([O-])[O-].[K+].[K+] (K2CO3), C(C)(=O)OC1=C(C(=CC(=C1)I)O)Cl (2-Chloro-3-hydroxy-5-iodophenyl acetate). Run in CN(C)C=O (DMF), C(C)OCC (diethyl ether). Run at temperature 60 celsius, time 1 hour. The product is ClC1=C(C=C(C=C1OCC)I)O (2-Chloro-3-ethoxy-5-iodophenol). Isolated yield 57.6%. Reaction SMILES: ICC.C([O-])([O-])=O.[K+].[K+].[C:10]([O:13][C:14]1[CH:19]=[C:18]([I:20])[CH:17]=[C:16]([OH:21])[C:15]=1[Cl:22])(=O)[CH3:11]>CN(C=O)C.C(OCC)C>[Cl:22][C:15]1[C:14]([O:13][CH2:10][CH3:11])=[CH:19][C:18]([I:20])=[CH:17][C:16]=1[OH:21] |f:1.2.3|. Reported procedure: Iodoethane (0.78 mL, 9.6 mmol) and K2CO3 (1.3 g, 9.6 mmol) were added to a solution of 2-chloro-3-hydroxy-5-iodophenyl acetate (6) (2.0 g, 6.4 mmol) in DMF (5 mL) and the mixture was stirred at 60° C. for 1 h. The reaction mixture was cooled to RT, diluted with diethyl ether (100 mL) and washed with brine (3×100 mL). The solvent was removed in vacuo and the residue was dissolved in MeOH (20 mL). K2CO3 (1.0 g, 7.2 mmol) was added and the mixture was stirred at RT for 20 h. The solvent was removed... Reactants: O=C(O)C1CCOCC1, O=S(Cl)Cl. Product: O=C(Cl)C1CCOCC1. Reaction SMILES: [O:1]1[CH2:2][CH2:3][CH:4]([C:7](=[O:8])[OH:9])[CH2:5][CH2:6]1.[S:10]([Cl:11])([Cl:12])=[O:13]>>[O:1]1[CH2:2][CH2:3][CH:4]([C:7](=[O:9])[Cl:12])[CH2:5][CH2:6]1. Reactants: C1CCOC1, CN1CCN(c2ccc(N)cc2)CC1, CC(=O)Nc1cccc(C(=O)c2ccc3c(c2)NC(=O)C3=CO)c1. Product: CC(=O)Nc1cccc(C(=O)c2ccc3c(c2)NC(=O)C3=CNc2ccc(N3CCN(C)CC3)cc2)c1. Reaction SMILES: [CH2:39]1[O:40][CH2:41][CH2:42][CH2:43]1.[CH3:25][N:26]1[CH2:27][CH2:28][N:29]([c:32]2[cH:33][cH:34][c:35]([NH2:38])[cH:36][cH:37]2)[CH2:30][CH2:31]1.[OH:1][CH:2]=[C:3]1[C:4](=[O:24])[NH:5][c:6]2[cH:7][c:8]([C:12](=[O:13])[c:14]3[cH:15][c:16]([NH:20][C:21]([CH3:22])=[O:23])[cH:17][cH:18][cH:19]3)[cH:9][cH:10][c:11]21>>[CH:2](=[C:3]1[C:4](=[O:24])[NH:5][c:6]2[cH:7][c:8]([C:12](=[O:13])[c:14]3[cH:15][c:16]([NH:20][C:21]([CH3:22])=[O:23])[cH:17][cH:18][cH:19]3)[cH:9][cH:10][c:11]21)[NH:38][c:35]1[cH:34][cH:33][c:32]([N:29]2[CH2:28][CH2:27][N:26]([CH3:25])[CH2:31][CH2:30]2)[cH:37][cH:36]1. Yield: 82.9%. Reaction conditions: time 1 hour. Solvent: C1CCOC1 (THF). Reported procedure: MeMgBr (1 M solution in THF, 16 mL, 16 mmol) was added dropwise at −78° C. to a solution of N-methoxy-5-(methoxymethyl)-N-methyl-4-oxo-1-[3-(trifluoromethyl)phenyl]-1,4-dihydropyridazine-3-carboxamide (1.95 g, 5.25 mmol) in THF (50 mL). After stirring for 1 h, the reaction mixture was quenched with saturated NH4Cl aqueous solution and extracted with AcOEt. The extract was washed with brine, dried over MgSO4, and concentrated under reduced pressure. The residue was purified by silica gel column c... RXN SMILES: [CH3:1][Mg+].[Br-].CON(C)[C:7]([C:9]1[C:14](=[O:15])[C:13]([CH2:16][O:17][CH3:18])=[CH:12][N:11]([C:19]2[CH:24]=[CH:23][CH:22]=[C:21]([C:25]([F:28])([F:27])[F:26])[CH:20]=2)[N:10]=1)=[O:8]>C1COCC1>[C:7]([C:9]1[C:14](=[O:15])[C:13]([CH2:16][O:17][CH3:18])=[CH:12][N:11]([C:19]2[CH:24]=[CH:23][CH:22]=[C:21]([C:25]([F:26])([F:28])[F:27])[CH:20]=2)[N:10]=1)(=[O:8])[CH3:1] |f:0.1|. Product: C(C)(=O)C1=NN(C=C(C1=O)COC)C1=CC(=CC=C1)C(F)(F)F (3-Acetyl-5-(methoxymethyl)-1-[3-(trifluoromethyl)phenyl]pyridazin-4(1H)-one). The reactants are C[Mg+].[Br-] (MeMgBr), CON(C(=O)C1=NN(C=C(C1=O)COC)C1=CC(=CC=C1)C(F)(F)F)C (N-methoxy-5-(methoxymethyl)-N-methyl-4-oxo-1-[3-(trifluoromethyl)phenyl]-1,4-dihydropyridazine-3-carboxamide). The reactants are ClC1=NC=C(C(=N1)Cl)F (2,4-Dichloro-5-fluoropyrimidine), NC=1C=C(N)C=CC1[N+](=O)[O-] (3-amino-4-nitroaniline). Solvent: CO (MeOH), O (H2O). Conditions: temperature 70 celsius. The product is NC=1C=C(C=CC1[N+](=O)[O-])NC1=NC=C(C(=N1)NC1=CC(=C(C=C1)[N+](=O)[O-])N)F (N2,N4-bis(3-amino-4-nitrophenyl)-5-fluoro-2,4-pyrimidinediamine). Reaction SMILES: Cl[C:2]1[N:7]=[C:6](Cl)[C:5]([F:9])=[CH:4][N:3]=1.[NH2:10][C:11]1[CH:12]=[C:13]([CH:15]=[CH:16][C:17]=1[N+:18]([O-:20])=[O:19])[NH2:14]>CO.O>[NH2:10][C:11]1[CH:12]=[C:13]([NH:14][C:2]2[N:7]=[C:6]([NH:14][C:13]3[CH:15]=[CH:16][C:17]([N+:18]([O-:20])=[O:19])=[C:11]([NH2:10])[CH:12]=3)[C:5]([F:9])=[CH:4][N:3]=2)[CH:15]=[CH:16][C:17]=1[N+:18]([O-:20])=[O:19]. Procedure details: 2,4-Dichloro-5-fluoropyrimidine (50 mg, 0.3 mmol) was dissolved in a mixture of MeOH (1 ml) and H2O (0.1 ml). 3-amino-4-nitroaniline (184 mg, 1.2 mmol) was added and the mixture was refluxed for 3 days (70° C. oil-bath temperature). The mixture was cooled to 22° C., concentrated to dryness under reduced pressure and subjected to column chromatography on silica gel (CHCl3-Acetone, 2:1) to give N2,N4-bis(3-amino-4-nitrophenyl)-5-fluoro-2,4-pyrimidinediamine. 1H NMR (DMSO-d6+CD3OD): δ 8.21 (d, 1H, ...